Dataset: the Open Reaction Database (ORD), a public repository of structured organic reaction records. Task: describe an organic reaction: reactants, conditions, products, and yield The reactants are [OH-].[Li+] (lithium hydroxide), NC1=C(C(=C(C(=N1)S[C@@H](C)C=1C=C(C=CC1)C(=O)OC)C#N)C1=CC=C(C=C1)OCCO)C#N (rac-methyl 3-[(1S)-1-({6-amino-3,5-dicyano-4-[4-(2-hydroxyethoxy)phenyl]pyridin-2-yl}sulfanyl)ethyl]benzenecarboxylate), Cl (hydrochloric acid). Solvent: O1CCCC1 (tetrahydrofuran). Conditions: time 8 hour. Product: NC1=C(C(=C(C(=N1)S[C@@H](C)C=1C=C(C=CC1)C(=O)O)C#N)C1=CC=C(C=C1)OCCO)C#N (rac-3-[(1S)-1-({6-Amino-3,5-dicyano-4-[4-(2-hydroxyethoxy)phenyl]pyridin-2-yl}sulfanyl)-ethyl]benzenecarboxylic acid). RXN SMILES: [NH2:1][C:2]1[N:7]=[C:6]([S:8][C@H:9]([C:11]2[CH:12]=[C:13]([C:17]([O:19]C)=[O:18])[CH:14]=[CH:15][CH:16]=2)[CH3:10])[C:5]([C:21]#[N:22])=[C:4]([C:23]2[CH:28]=[CH:27][C:26]([O:29][CH2:30][CH2:31][OH:32])=[CH:25][CH:24]=2)[C:3]=1[C:33]#[N:34].[OH-].[Li+].Cl>O1CCCC1>[NH2:1][C:2]1[N:7]=[C:6]([S:8][C@H:9]([C:11]2[CH:12]=[C:13]([C:17]([OH:19])=[O:18])[CH:14]=[CH:15][CH:16]=2)[CH3:10])[C:5]([C:21]#[N:22])=[C:4]([C:23]2[CH:28]=[CH:27][C:26]([O:29][CH2:30][CH2:31][OH:32])=[CH:25][CH:24]=2)[C:3]=1[C:33]#[N:34] |f:1.2|. Reported procedure: 85 mg (0.179 mmol) of rac-methyl 3-[(1S)-1-({6-amino-3,5-dicyano-4-[4-(2-hydroxyethoxy)phenyl]pyridin-2-yl}sulfanyl)ethyl]benzenecarboxylate (Example 62A) were dissolved in 4 ml of tetrahydrofuran. 8.58 mg (0.358 mmol) of lithium hydroxide were added, and the mixture was then stirred at RT overnight. The reaction solution was adjusted to pH 4 using 1N hydrochloric acid and extracted three times with ethyl acetate. The combined organic phases were dried over magnesium sulfate, filtered and evapor... The reactants are ClC1=C(C=CC=C1)C(Cl)C=1C=C2CCCCC2=CC1 (2-chlorophenyl-1,2,3,4-tetrahydronaphth-6-yl-chloromethane), N1C=NC=C1 (imidazole). Run in ClC1=C(C=CC=C1)Cl (1,2-dichlorobenzene), C(Cl)Cl (methylene chloride), ClC1=C(C=CC=C1)Cl (1,2-dichlorobenzene). Run at temperature 180 celsius. Yields the product ClC1=C(C=CC=C1)C(C=1C=C2CCCCC2=CC1)N1C=NC=C1 (2-chlorophenyl-imidazol-1-yl-1,2,3,4-tetrahydronaphth-6-yl-methane). The yield is 55.3%. RXN SMILES: [Cl:1][C:2]1[CH:7]=[CH:6][CH:5]=[CH:4][C:3]=1[CH:8]([C:10]1[CH:11]=[C:12]2[C:17](=[CH:18][CH:19]=1)[CH2:16][CH2:15][CH2:14][CH2:13]2)Cl.[NH:20]1[CH:24]=[CH:23][N:22]=[CH:21]1>ClC1C=CC=CC=1Cl.C(Cl)Cl>[Cl:1][C:2]1[CH:7]=[CH:6][CH:5]=[CH:4][C:3]=1[CH:8]([N:20]1[CH:24]=[CH:23][N:22]=[CH:21]1)[C:10]1[CH:11]=[C:12]2[C:17](=[CH:18][CH:19]=1)[CH2:16][CH2:15][CH2:14][CH2:13]2. Reported procedure: 44 g (0.15 mol) of 2-chlorophenyl-1,2,3,4-tetrahydronaphth-6-yl-chloromethane, dissolved in 50 ml of 1,2-dichlorobenzene, are added dropwise to a suspension of 51 g (0.75 mol) of imidazole in 100 ml of 1,2-dichlorobenzene at 180° C. The reaction mixture is heated to 180° C. for 2 hours and, after cooling, is poured onto water and the organic phase is diluted with methylene chloride and washed with water. After drying the solution over sodium sulphate, it is evaporated in vacuo. 26.8 g (55% of th... Reactants: FC=1C=C(C=CC1O[Si](C(C)C)(C(C)C)C(C)C)C(C(C)N1CCC(CC1)(O)C1=CC=C(C=C1)C(F)(F)F)=O (1-(3-fluoro-4-triisopropylsilyloxyphenyl)-2-(4-(4-trifluoromethylphenyl)-4-hydroxypiperidin-1-yl)-propan-1-one), [BH4-].[Na+] (sodium borohydride). Solvent: C(C)O (ethanol), C(C)O (ethanol). Reaction conditions: time 10 minute. The product is FC=1C=C(C=CC1O[Si](C(C)C)(C(C)C)C(C)C)[C@H]([C@@H](C)N1CCC(CC1)(O)C1=CC=C(C=C1)C(F)(F)F)O ((1R*,2R*)-1-(3-fluoro-4-triisopropylsilyloxyphenyl)-2-(4-(4-trifluoromethylphenyl)-4-hydroxypiperidin-1-yl)-propan-1-ol). Yield: 45.2%. As a reaction SMILES: [BH4-].[Na+].[F:3][C:4]1[CH:5]=[C:6]([C:21](=[O:41])[CH:22]([N:24]2[CH2:29][CH2:28][C:27]([C:31]3[CH:36]=[CH:35][C:34]([C:37]([F:40])([F:39])[F:38])=[CH:33][CH:32]=3)([OH:30])[CH2:26][CH2:25]2)[CH3:23])[CH:7]=[CH:8][C:9]=1[O:10][Si:11]([CH:18]([CH3:20])[CH3:19])([CH:15]([CH3:17])[CH3:16])[CH:12]([CH3:14])[CH3:13]>C(O)C>[F:3][C:4]1[CH:5]=[C:6]([C@@H:21]([OH:41])[C@H:22]([N:24]2[CH2:29][CH2:28][C:27]([C:31]3[CH:36]=[CH:35][C:34]([C:37]([F:39])([F:40])[F:38])=[CH:33][CH:32]=3)([OH:30])[CH2:26][CH2:25]2)[CH3:23])[CH:7]=[CH:8][C:9]=1[O:10][Si:11]([CH:12]([CH3:14])[CH3:13])([CH:18]([CH3:20])[CH3:19])[CH:15]([CH3:17])[CH3:16] |f:0.1|. Procedure details: A mixture of sodium borohydride (0.049 g, 1.30 mmol) and ethanol (5 mL) was stirred 10 min and then 1-(3-fluoro-4-triisopropylsilyloxyphenyl)-2-(4-(4-trifluoromethylphenyl)-4-hydroxypiperidin-1-yl)-propan-1-one (0.738 g, 1.30 mmol in 10 mL of ethanol) was added with a 5 mL ethanol rinse. The reaction was stirred at ambient temperature overnight. The white precipitate which formed was collected by filtration to afford 0.335 g (45%) of (1R*,2R*)-1-(3-fluoro-4-triisopropylsilyloxyphenyl)-2-(4-(4-tr... The reactants are ClC1=C(C=NC2=NC(=C(C=C12)OCC)C)C#N (4-chloro-6-ethoxy-7-methyl-1,8-naphthyridine-3-carbonitrile), COC1=CC=C(N)C=C1 (4-methoxyaniline). Solvent: IMS, IMS. The product is C(C)OC=1C=C2C(=C(C=NC2=NC1C)C#N)NC1=CC=C(C=C1)OC (6-ethoxy-4-(4-methoxyanilino)-7-methyl-1,8-naphthyridine-3-carbonitrile). RXN SMILES: Cl[C:2]1[C:11]2[C:6](=[N:7][C:8]([CH3:15])=[C:9]([O:12][CH2:13][CH3:14])[CH:10]=2)[N:5]=[CH:4][C:3]=1[C:16]#[N:17].[CH3:18][O:19][C:20]1[CH:26]=[CH:25][C:23]([NH2:24])=[CH:22][CH:21]=1>>[CH2:13]([O:12][C:9]1[CH:10]=[C:11]2[C:6](=[N:7][C:8]=1[CH3:15])[N:5]=[CH:4][C:3]([C:16]#[N:17])=[C:2]2[NH:24][C:23]1[CH:25]=[CH:26][C:20]([O:19][CH3:18])=[CH:21][CH:22]=1)[CH3:14]. Reported procedure: A mixture of 4-chloro-6-ethoxy-7-methyl-1,8-naphthyridine-3-carbonitrile (2.66 g), 4-methoxyaniline (1.35 g) and IMS (50 ml) was boiled under reflux for 2.5 hours. The mixture was cooled in ice and the precipitate was collected by filtration. This solid was boiled in IMS (50 ml), with 5M sodium hydroxide solution (1.2 ml) under reflux for 30 minutes. The mixture was cooled and evaporated. The residue was purified by flash chromatography on silica using dichloromethane/IMS, 19:1 as the mobile pha... Starting materials: CCCC[N+](CCCC)(CCCC)CCCC, ClCCl, [I-], CCCCI, [Na+], [OH-], O, [C-]#[N+]CS(=O)(=O)c1ccc(C)cc1. The product is [C-]#[N+]C(CCCC)S(=O)(=O)c1ccc(C)cc1. As a reaction SMILES: [CH2:22]([N+:23]([CH2:24][CH2:25][CH2:26][CH3:27])([CH2:28][CH2:29][CH2:30][CH3:31])[CH2:32][CH2:33][CH2:34][CH3:35])[CH2:36][CH2:37][CH3:38].[Cl:39][CH2:40][Cl:41].[I-:21].[I:3][CH2:4][CH2:5][CH2:6][CH3:7].[Na+:2].[OH-:1].[OH2:42].[c:8]1([CH3:20])[cH:9][cH:10][c:11]([S:14](=[O:15])(=[O:16])[CH2:17][N+:18]#[C-:19])[cH:12][cH:13]1>>[CH2:4]([CH2:5][CH2:6][CH3:7])[CH:17]([S:14]([c:11]1[cH:10][cH:9][c:8]([CH3:20])[cH:13][cH:12]1)(=[O:15])=[O:16])[N+:18]#[C-:19]. Starting materials: ClC1=CC=C(C(=O)C2=CC=C(OC(C(=O)O)(C)C)C=C2)C=C1 (2-(4-(4-chlorobenzoyl)phenoxy)-2-methylpropanoic acid), C([O-])(O)=O.[Na+] (sodium bicarbonate), CCCCCC (Hexane), ClCCl (Dichloromethane). The reagents and catalysts are S(=O)(=O)(O)[O-].C(CCC)[N+](CCCC)(CCCC)CCCC (tetrabutylammonium hydrogensulfate). The solvent is O (water). Conditions: time 15 minute. Product: ClC1=CC=C(C(=O)C2=CC=C(OC(C(=O)OCCl)(C)C)C=C2)C=C1 (chloromethyl 2-(4-(4-chlorobenzoyl)phenoxy)-2-methylpropanoate). The yield is 101.0%. RXN SMILES: [Cl:1][C:2]1[CH:22]=[CH:21][C:5]([C:6]([C:8]2[CH:20]=[CH:19][C:11]([O:12][C:13]([CH3:18])([CH3:17])[C:14]([OH:16])=[O:15])=[CH:10][CH:9]=2)=[O:7])=[CH:4][CH:3]=1.C(=O)(O)[O-].[Na+].[Cl:28][CH2:29]Cl.CCCCCC>S([O-])(O)(=O)=O.C([N+](CCCC)(CCCC)CCCC)CCC.O>[Cl:1][C:2]1[CH:22]=[CH:21][C:5]([C:6]([C:8]2[CH:20]=[CH:19][C:11]([O:12][C:13]([CH3:18])([CH3:17])[C:14]([O:16][CH2:29][Cl:28])=[O:15])=[CH:10][CH:9]=2)=[O:7])=[CH:4][CH:3]=1 |f:1.2,5.6|. Reported procedure: A mixture of 2-(4-(4-chlorobenzoyl)phenoxy)-2-methylpropanoic acid (10.0 g, 31.4 mmol), sodium bicarbonate (13.2 g, 47.1 mmol, 1.5 eq) and tetrabutylammonium hydrogensulfate (2.1 g, 6.3 mmol, 0.2 eq) in water (150 mL) was stirred at room temperature for 15 min. Dichloromethane (150 mL) was added and the mixture was cooled in ice. Chloromethyl sulfochloridate (4.2 mL, 47.1 mmol, 1.5 eq) was added and the mixture was stirred overnight at room temperature. The layers were separated, the organic pha... Reactants: N=1N(C=C2C=CC=CC12)CC1=CC(=C(C=C1)O)[N+](=O)[O-] (4-((2H-indazol-2-yl)methyl)-2-nitrophenol), substituted-2-nitrophenols, C1(=CC=CC=C1)O (phenol), COC(C(C)Br)=O (methyl-2-bromopropanoate). Product: N=1N(C=C2C=CC=CC12)CC1=CC(=C(OC(C(=O)OC)C)C=C1)[N+](=O)[O-] (Methyl 2-(4-((2H-indazol-2-yl)methyl)-2-nitrophenoxy)propanoate). As a reaction SMILES: [N:1]1[N:2]([CH2:10][C:11]2[CH:16]=[CH:15][C:14]([OH:17])=[C:13]([N+:18]([O-:20])=[O:19])[CH:12]=2)[CH:3]=[C:4]2[C:9]=1[CH:8]=[CH:7][CH:6]=[CH:5]2.C1(O)C=CC=CC=1.[CH3:28][O:29][C:30](=[O:34])[CH:31](Br)[CH3:32]>>[N:1]1[N:2]([CH2:10][C:11]2[CH:16]=[CH:15][C:14]([O:17][CH:31]([CH3:32])[C:30]([O:29][CH3:28])=[O:34])=[C:13]([N+:18]([O-:20])=[O:19])[CH:12]=2)[CH:3]=[C:4]2[C:9]=1[CH:8]=[CH:7][CH:6]=[CH:5]2. Procedure details: Using 4-((2H-indazol-2-yl)methyl)-2-nitrophenol as the phenol and methyl-2-bromopropanoate as the alkylating agent in the general procedure for alkylation of substituted-2-nitrophenols gives a light yellow solid: 1H NMR (400 MHz, DMSO-d6) δ ppm 1.51 (d, J=6.82 Hz, 3H) 3.66 (s, 3H) 5.24 (q, J=6.82 Hz, 1H) 5.66 (s, 2H) 7.00-7.08 (m, 1H) 7.19-7.29 (m, 2H) 7.54-7.63 (m, 2H) 7.71 (d, J=8.34 Hz, 1H) 7.94 (d, J=2.02 Hz, 1H) 8.52 (s, 1H). ESI-MS: m/z 356.2 (M+H)+.